describe an organic reaction: reactants, conditions, products, and yield From a dataset of the Open Reaction Database (ORD), a public repository of structured organic reaction records. The reactants are CC1=CC=C(C(C(=O)O)=C1)O (5-methylsalicylic acid), ClC1=C(C=C(N)C=C1)C(F)(F)F (4-chloro-3-(trifluoromethyl)aniline), raw materials. Yields the product ClC1=C(C=C(C=C1)NC(C1=C(C=CC(=C1)C)O)=O)C(F)(F)F (N-[4-Chloro-3-(trifluoromethyl)phenyl]-2-hydroxy-5-methylbenzamide). Isolated yield 70.4%. RXN SMILES: [CH3:1][C:2]1[CH:10]=[C:6]([C:7]([OH:9])=O)[C:5]([OH:11])=[CH:4][CH:3]=1.[Cl:12][C:13]1[CH:19]=[CH:18][C:16]([NH2:17])=[CH:15][C:14]=1[C:20]([F:23])([F:22])[F:21]>>[Cl:12][C:13]1[CH:19]=[CH:18][C:16]([NH:17][C:7](=[O:9])[C:6]2[CH:10]=[C:2]([CH3:1])[CH:3]=[CH:4][C:5]=2[OH:11])=[CH:15][C:14]=1[C:20]([F:21])([F:22])[F:23]. Reported procedure: Using 5-methylsalicylic acid and 4-chloro-3-(trifluoromethyl)aniline as the raw materials, the same operation as the example 16 gave the title compound. Starting materials: CC(C)OC(N[C@@H]1C[C@@H](N(C2=CC=C(C=C12)Br)C(C)=O)C)=O (1-methylethyl[(2S,4R)-1-acetyl-6-bromo-2-methyl-1,2,3,4-tetrahydro-4-quinolinyl]carbamate), C(=O)([O-])[O-].[K+].[K+] (K2CO3), intermediate 100, C(=O)C1=CC=C(C=C1)B(O)O (4-formylbenzeneboronic acid). The reagents and catalysts are C=1C=CC(=CC1)[P](C=2C=CC=CC2)(C=3C=CC=CC3)[Pd]([P](C=4C=CC=CC4)(C=5C=CC=CC5)C=6C=CC=CC6)([P](C=7C=CC=CC7)(C=8C=CC=CC8)C=9C=CC=CC9)[P](C=1C=CC=CC1)(C=1C=CC=CC1)C=1C=CC=CC1 (tetrakis(triphenylphosphine)palladium(0)). Solvent: C(C)O (ethanol), C1(=CC=CC=C1)C (toluene). Run at temperature 90 celsius, time 16 hour. Product: CC(C)OC(N[C@@H]1C[C@@H](N(C2=CC=C(C=C12)C1=CC=C(C=C1)C=O)C(C)=O)C)=O (1-methylethyl[(2S,4R)-1-acetyl-6-(4-formylphenyl)-2-methyl-1,2,3,4-tetrahydro-4-quinolinyl]carbamate). Yield: 96.0%. RXN SMILES: [CH3:1][CH:2]([O:4][C:5](=[O:22])[NH:6][C@H:7]1[C:16]2[C:11](=[CH:12][CH:13]=[C:14](Br)[CH:15]=2)[N:10]([C:18](=[O:20])[CH3:19])[C@@H:9]([CH3:21])[CH2:8]1)[CH3:3].[CH:23]([C:25]1[CH:30]=[CH:29][C:28](B(O)O)=[CH:27][CH:26]=1)=[O:24].C([O-])([O-])=O.[K+].[K+]>C(O)C.C1(C)C=CC=CC=1.C1C=CC([P]([Pd]([P](C2C=CC=CC=2)(C2C=CC=CC=2)C2C=CC=CC=2)([P](C2C=CC=CC=2)(C2C=CC=CC=2)C2C=CC=CC=2)[P](C2C=CC=CC=2)(C2C=CC=CC=2)C2C=CC=CC=2)(C2C=CC=CC=2)C2C=CC=CC=2)=CC=1>[CH3:1][CH:2]([O:4][C:5](=[O:22])[NH:6][C@H:7]1[C:16]2[C:11](=[CH:12][CH:13]=[C:14]([C:28]3[CH:29]=[CH:30][C:25]([CH:23]=[O:24])=[CH:26][CH:27]=3)[CH:15]=2)[N:10]([C:18](=[O:20])[CH3:19])[C@@H:9]([CH3:21])[CH2:8]1)[CH3:3] |f:2.3.4,^1:53,55,74,93|. Procedure details: A mixture of 1-methylethyl[(2S,4R)-1-acetyl-6-bromo-2-methyl-1,2,3,4-tetrahydro-4-quinolinyl]carbamate (for a preparation see intermediate 100) (1 g, 2.71 mmol) and 4-formylbenzeneboronic acid (0.487 g, 3.25 mmol) in ethanol (4.7 mL) and toluene (4.70 mL) was treated with K2CO3 (0.449 g, 3.25 mmol) and tetrakis(triphenylphosphine)palladium(0) (0.156 g, 0.135 mmol). The resulting mixture was stirred under nitrogen at 90° C. for 16 h then was cooled to room temperature and concentrated in vacuovac... Reactants: COC=1C=C(C=CC1)CC#N (3-methoxy-phenyl-acetonitrile), [H-].[Na+] (NaH), C(C(C)C)Br (isobutylbromide). Run in CN(C)C=O (DMF). Product: COC=1C=C(C=CC1)C(C#N)CC(C)C (2-(3-Methoxy-phenyl)-4-methyl-pentan-nitrile). Isolated yield 62.3%. Reaction SMILES: [CH3:1][O:2][C:3]1[CH:4]=[C:5]([CH2:9][C:10]#[N:11])[CH:6]=[CH:7][CH:8]=1.[H-].[Na+].[CH2:14](Br)[CH:15]([CH3:17])[CH3:16]>CN(C=O)C>[CH3:1][O:2][C:3]1[CH:4]=[C:5]([CH:9]([CH2:14][CH:15]([CH3:17])[CH3:16])[C:10]#[N:11])[CH:6]=[CH:7][CH:8]=1 |f:1.2|. Procedure: By working in a way similar to that described in example 16 but using 3-methoxy-phenyl-acetonitrile (4.4 g, 30 mmoles), anhydrous DMF (30 ml), NaH (55-65%, 1.44 g, 36 mmoles) and isobutylbromide (4.97 g, 36 mmoles), 3.8 g of the title compound were obtained (yield: 62.3%). RXN SMILES: [Br:1][c:2]1[cH:3][cH:4][c:5]([N+:8](=[O:9])[O-:10])[n:6][cH:7]1.[CH2:21]([N+:22]([CH2:23][CH2:24][CH2:25][CH3:26])([CH2:27][CH2:28][CH2:29][CH3:30])[CH2:31][CH2:32][CH2:33][CH3:34])[CH2:35][CH2:36][CH3:37].[CH2:52]1[O:53][CH2:54][CH2:55][CH2:56]1.[CH3:11][O:12][C:13]([CH2:14][Si:15]([CH3:16])([CH3:17])[CH3:18])=[O:19].[Cl:38][C:39]1=[C:50]([Cl:51])[C:48](=[O:49])[C:45]([C:46]#[N:47])=[C:42]([C:43]#[N:44])[C:40]1=[O:41].[F-:20]>>[Br:1][c:2]1[cH:3][c:4]([CH2:14][C:13]([O:12][CH3:11])=[O:19])[c:5]([N+:8](=[O:9])[O-:10])[n:6][cH:7]1. Reactants: O=[N+]([O-])c1ccc(Br)cn1, CCCC[N+](CCCC)(CCCC)CCCC, C1CCOC1, COC(=O)C[Si](C)(C)C, N#CC1=C(C#N)C(=O)C(Cl)=C(Cl)C1=O, [F-]. Product: COC(=O)Cc1cc(Br)cnc1[N+](=O)[O-]. Starting materials: C(#C)C1CCCC1 (ethynyl-cyclopentane), ClC(=O)OCC (ethyl chloroformate). Product: C(C)OC(C#CC1CCCC1)=O (Cyclopentyl-propynoic acid ethyl ester). RXN SMILES: [C:1]([CH:3]1[CH2:7][CH2:6][CH2:5][CH2:4]1)#[CH:2].Cl[C:9]([O:11][CH2:12][CH3:13])=[O:10]>>[CH2:12]([O:11][C:9](=[O:10])[C:2]#[C:1][CH:3]1[CH2:7][CH2:6][CH2:5][CH2:4]1)[CH3:13]. Reported procedure: The title compound was prepared from ethynyl-cyclopentane and ethyl chloroformate in accordance with the procedures of G. Cai et al., Tetrahedron, 2006, 5697-5708. Reactants: FC1=C(C=CC(=C1)F)N1C=C(C(C2=CC(=C(N=C12)SCC)F)=O)C(=O)OCC (ethyl 1-(2,4-difluorophenyl)-7-ethylthio-6-fluoro-1,4-dihydro-4-oxo-1,8-naphthyridine-3-carboxylate), ClC1=CC(=CC=C1)C(=O)OO (m-chloroperbenzoic acid), C(O)([O-])=O.[Na+] (sodium hydrogencarbonate), O (water). Solvent: C(Cl)Cl (methylene chloride), C(C)OCC (diethyl ether). Reaction conditions: time 4 hour. Product: FC1=C(C=CC(=C1)F)N1C=C(C(C2=CC(=C(N=C12)S(=O)(=O)CC)F)=O)C(=O)OCC (ethyl 1-(2,4-difluorophenyl)-7-ethylsulfonyl-6-fluoro-1,4-dihydro-4-oxo-1,8-naphthyridine-3-carboxylate). The yield is 87.2%. RXN SMILES: [F:1][C:2]1[CH:7]=[C:6]([F:8])[CH:5]=[CH:4][C:3]=1[N:9]1[C:18]2[C:13](=[CH:14][C:15]([F:22])=[C:16]([S:19][CH2:20][CH3:21])[N:17]=2)[C:12](=[O:23])[C:11]([C:24]([O:26][CH2:27][CH3:28])=[O:25])=[CH:10]1.ClC1C=CC=C(C(OO)=[O:37])C=1.[OH2:40].C(=O)([O-])O.[Na+]>C(Cl)Cl.C(OCC)C>[F:1][C:2]1[CH:7]=[C:6]([F:8])[CH:5]=[CH:4][C:3]=1[N:9]1[C:18]2[C:13](=[CH:14][C:15]([F:22])=[C:16]([S:19]([CH2:20][CH3:21])(=[O:37])=[O:40])[N:17]=2)[C:12](=[O:23])[C:11]([C:24]([O:26][CH2:27][CH3:28])=[O:25])=[CH:10]1 |f:3.4|. Procedure: In 15 ml of methylene chloride was dissolved 1.00 g of ethyl 1-(2,4-difluorophenyl)-7-ethylthio-6-fluoro-1,4-dihydro-4-oxo-1,8-naphthyridine-3-carboxylate, and 1.06 g of m-chloroperbenzoic acid (purity: 80%) was added thereto, after which the resulting mixture was subjected to reaction with ice-cooling for 30 minutes, and then at room temperature for 4 hours. The precipitates were removed by filtration, and to the filtrate thus obtained was added 10 ml of water, after which the pH thereof was ad... Product: C(C)N(CC)CC1=C(C=C(S1)C1=NC(=NO1)C1=CC=C(COS(=O)(=O)C)C=C1)C (methanesulfonic acid 4-[5-(5-diethylaminomethyl-4-methyl-thiophen-2-yl)-[1,2,4]oxadiazol-3-yl]-benzyl ester). Run at time 15 hour. The solvent is C(Cl)Cl (DCM), C(Cl)Cl (DCM). The yield is 124.9%. Reaction SMILES: [CH2:1]([N:3]([CH2:6][C:7]1[S:11][C:10]([C:12]2[O:16][N:15]=[C:14]([C:17]3[CH:22]=[CH:21][C:20]([CH2:23][OH:24])=[CH:19][CH:18]=3)[N:13]=2)=[CH:9][C:8]=1[CH3:25])[CH2:4][CH3:5])[CH3:2].CCN(C(C)C)C(C)C.[CH3:35][S:36](Cl)(=[O:38])=[O:37]>C(Cl)Cl>[CH2:1]([N:3]([CH2:6][C:7]1[S:11][C:10]([C:12]2[O:16][N:15]=[C:14]([C:17]3[CH:18]=[CH:19][C:20]([CH2:23][O:24][S:36]([CH3:35])(=[O:38])=[O:37])=[CH:21][CH:22]=3)[N:13]=2)=[CH:9][C:8]=1[CH3:25])[CH2:4][CH3:5])[CH3:2]. The reactants are C(C)N(CC)CC1=C(C=C(S1)C1=NC(=NO1)C1=CC=C(C=C1)CO)C ({4-[5-(5-diethylaminomethyl-4-methyl-thiophen-2-yl)-[1,2,4]oxadiazol-3-yl]-phenyl}-methanol), CCN(C(C)C)C(C)C (DIPEA), CS(=O)(=O)Cl (methanesulfonyl chloride). Procedure: To a solution of {4-[5-(5-diethylaminomethyl-4-methyl-thiophen-2-yl)-[1,2,4]oxadiazol-3-yl]-phenyl}-methanol (971 mg, 2.72 mmol) in DCM (40 mL), DIPEA (526 mg, 4.07 mmol) and methanesulfonyl chloride (373 mg, 3.26 mmol) is added. The reaction mixture is stirred at rt for 15 h before it is diluted with DCM and washed with sat. aq. NaHCO3 solution. The washing is extracted back three times with DCM. The combined organic extracts are dried over MgSO4, filtered, concentrated and dried to give crude ... Product: BrC1=CC=C(C=C1)C1(CC1)C1=CC=C(C=C1)O (4-(1-(4-Bromo-phenyl)cyclopropyl)-phenol). As a reaction SMILES: [Br:1][C:2]1[CH:7]=[CH:6][C:5]([C:8]([C:10]2[CH:20]=[CH:19][C:13]([O:14][Si](C)(C)C)=[CH:12][CH:11]=2)=[CH2:9])=[CH:4][CH:3]=1.Br[C:22]1C=CC(C(C2C=CC(O)=CC=2)=C)=CC=1.C[Si](C)(C)N[Si](C)(C)C.C(I)I>CCOCC.[Zn].Cl[Cu]>[Br:1][C:2]1[CH:7]=[CH:6][C:5]([C:8]2([C:10]3[CH:20]=[CH:19][C:13]([OH:14])=[CH:12][CH:11]=3)[CH2:22][CH2:9]2)=[CH:4][CH:3]=1. Reactants: BrC1=CC=C(C=C1)C(=C)C1=CC=C(O[Si](C)(C)C)C=C1 ([4-[1-(4-bromo-phenyl)-vinyl]-phenoxy]-trimethyl-silane), BrC1=CC=C(C=C1)C(=C)C1=CC=C(C=C1)O (4-[1-(4-bromo-phenyl)-vinyl]-phenol), C[Si](N[Si](C)(C)C)(C)C (hexamethyldisilazane), C(I)I (methylene iodide). Reported procedure: Eg) A mixture of 457 mg of zinc dust and 692 mg of CuCl in 15 ml of ether is heated under reflux under argon. Subsequently, a solution of 934 mg of [4-[1-(4-bromo-phenyl)-vinyl]-phenoxy]-trimethyl-silane in 15 ml of ether, prepared from 748 mg of 4-[1-(4-bromo-phenyl)-vinyl]-phenol (Ex. Ef) and 14 ml of hexamethyldisilazane under reflux, is added dropwise and thereafter 0.56 ml of methylene iodide is added. The reaction mixture is heated under reflux and diluted with ether. The residue is washed... Run in CCOCC (ether), CCOCC (ether), CCOCC (ether). The reagents and catalysts are [Zn] (zinc), Cl[Cu] (CuCl). Starting materials: BrCC1=NC=NC(=C1CCC)Cl (4-bromomethyl-5-propyl-6-chloro-pyrimidine), C(CC(C)C)N (isoamylamine), C(=O)([O-])[O-].[K+].[K+] (K2CO3). Run in C(C)#N (acetonitrile). Conditions: time 8 hour. The product is ClC1=C(C(=NC=N1)CNCCC(C)C)CCC ((6-chloro-5-propyl-pyrimidin-4-ylmethyl)-(3-methyl-butyl)-amine). RXN SMILES: Br[CH2:2][C:3]1[C:8]([CH2:9][CH2:10][CH3:11])=[C:7]([Cl:12])[N:6]=[CH:5][N:4]=1.[CH2:13]([NH2:18])[CH2:14][CH:15]([CH3:17])[CH3:16].C([O-])([O-])=O.[K+].[K+]>C(#N)C>[Cl:12][C:7]1[N:6]=[CH:5][N:4]=[C:3]([CH2:2][NH:18][CH2:13][CH2:14][CH:15]([CH3:17])[CH3:16])[C:8]=1[CH2:9][CH2:10][CH3:11] |f:2.3.4|. Procedure details: To a stirred solution of 4-bromomethyl-5-propyl-6-chloro-pyrimidine (10 mmol) and isoamylamine (4.35 g, 50 mmol) in acetonitrile (30 mL) is added excess K2CO3 (6.9 g). The mixture is stirred at room temperature overnight. The solvent is removed in vacuo and water (10mL) and DCM (15 mL) are added. The layers are separated and the aqueous layer is extracted with DCM (2×15 mL). The combined extracts are washed with brine (10 ML) and dried (Na2SO4) and solvent evaporated to provide the title product...